Dataset: the Open Reaction Database (ORD), a public repository of structured organic reaction records. Task: describe an organic reaction: reactants, conditions, products, and yield Starting materials: Brc1ccc2sccc2c1, Cc1ccccc1, CCO, O=Cc1ccccc1B(O)O, [Na+], [Na+], O=C([O-])[O-], O, [Pd], c1ccc(P(c2ccccc2)c2ccccc2)cc1, c1ccc(P(c2ccccc2)c2ccccc2)cc1, c1ccc(P(c2ccccc2)c2ccccc2)cc1, c1ccc(P(c2ccccc2)c2ccccc2)cc1. Product: O=Cc1ccccc1-c1ccc2sccc2c1. RXN SMILES: [Br:1][c:2]1[cH:3][c:4]2[c:5]([s:6][cH:7][cH:8]2)[cH:9][cH:10]1.[CH3:28][c:29]1[cH:30][cH:31][cH:32][cH:33][cH:34]1.[CH3:35][CH2:36][OH:37].[CH:11](=[O:12])[c:13]1[c:14]([B:19]([OH:20])[OH:21])[cH:15][cH:16][cH:17][cH:18]1.[Na+:22].[Na+:23].[O-:24][C:25](=[O:26])[O-:27].[OH2:38].[Pd:39].[c:40]1([P:41]([c:42]2[cH:43][cH:44][cH:45][cH:46][cH:47]2)[c:48]2[cH:49][cH:50][cH:51][cH:52][cH:53]2)[cH:54][cH:55][cH:56][cH:57][cH:58]1.[c:59]1([P:60]([c:61]2[cH:62][cH:63][cH:64][cH:65][cH:66]2)[c:67]2[cH:68][cH:69][cH:70][cH:71][cH:72]2)[cH:73][cH:74][cH:75][cH:76][cH:77]1.[c:78]1([P:79]([c:80]2[cH:81][cH:82][cH:83][cH:84][cH:85]2)[c:86]2[cH:87][cH:88][cH:89][cH:90][cH:91]2)[cH:92][cH:93][cH:94][cH:95][cH:96]1.[c:97]1([P:98]([c:99]2[cH:100][cH:101][cH:102][cH:103][cH:104]2)[c:105]2[cH:106][cH:107][cH:108][cH:109][cH:110]2)[cH:111][cH:112][cH:113][cH:114][cH:115]1>>[c:2]1(-[c:14]2[c:13]([CH:11]=[O:12])[cH:18][cH:17][cH:16][cH:15]2)[cH:3][c:4]2[c:5]([s:6][cH:7][cH:8]2)[cH:9][cH:10]1.